Dataset: the Open Reaction Database (ORD), a public repository of structured organic reaction records. Task: describe an organic reaction: reactants, conditions, products, and yield The reactants are COC(=O)C(C)(C)NC(=O)Nc1cccc(Cc2n[nH]c(=O)c3c2CCCC3)c1, Cl, [Na+], CN(C)C=O, [OH-]. The product is CC1(C)NC(=O)N(c2cccc(Cc3n[nH]c(=O)c4c3CCCC4)c2)C1=O. Reaction SMILES: [CH3:1][C:2]([C:3]([O:5][CH3:4])=[O:6])([CH3:7])[NH:8][C:9]([NH:10][c:11]1[cH:12][c:13]([CH2:17][c:18]2[n:19][nH:20][c:21](=[O:28])[c:22]3[c:27]2[CH2:26][CH2:25][CH2:24][CH2:23]3)[cH:14][cH:15][cH:16]1)=[O:29].[ClH:32].[Na+:31].[O:33]=[CH:34][N:35]([CH3:36])[CH3:37].[OH-:30]>>[CH3:1][C:2]1([CH3:7])[C:3](=[O:5])[N:10]([c:11]2[cH:12][c:13]([CH2:17][c:18]3[n:19][nH:20][c:21](=[O:28])[c:22]4[c:27]3[CH2:26][CH2:25][CH2:24][CH2:23]4)[cH:14][cH:15][cH:16]2)[C:9](=[O:29])[NH:8]1. Starting materials: NC1CC(COCc2ccccc2)CC1NC(=O)c1cc2cc(Cl)ccc2[nH]1, CN1CCc2nc(C(=O)[O-])sc2C1, CCN=C=NCCCN(C)C, CN(C)C=O, Cl, [Li+], O, On1nnc2ccccc21. Product: CN1CCc2nc(C(=O)NC3CC(COCc4ccccc4)CC3NC(=O)c3cc4cc(Cl)ccc4[nH]3)sc2C1. As a reaction SMILES: [CH2:1]([c:2]1[cH:3][cH:4][cH:5][cH:6][cH:7]1)[O:8][CH2:9][CH:10]1[CH2:11][CH:12]([NH2:28])[CH:13]([NH:15][C:16](=[O:17])[c:18]2[nH:19][c:20]3[cH:21][cH:22][c:23]([Cl:27])[cH:24][c:25]3[cH:26]2)[CH2:14]1.[CH3:29][N:30]1[CH2:31][c:32]2[c:33]([n:36][c:37]([C:39](=[O:40])[O-:41])[s:38]2)[CH2:34][CH2:35]1.[CH3:55][N:56]([CH3:57])[CH2:58][CH2:59][CH2:60][N:61]=[C:62]=[N:63][CH2:64][CH3:65].[CH3:66][N:67]([CH3:68])[CH:69]=[O:70].[ClH:54].[Li+:42].[OH2:43].[OH:44][n:45]1[c:46]2[cH:47][cH:48][cH:49][cH:50][c:51]2[n:52][n:53]1>>[CH2:1]([c:2]1[cH:3][cH:4][cH:5][cH:6][cH:7]1)[O:8][CH2:9][CH:10]1[CH2:11][CH:12]([NH:28][C:39]([c:37]2[n:36][c:33]3[c:32]([s:38]2)[CH2:31][N:30]([CH3:29])[CH2:35][CH2:34]3)=[O:40])[CH:13]([NH:15][C:16](=[O:17])[c:18]2[nH:19][c:20]3[cH:21][cH:22][c:23]([Cl:27])[cH:24][c:25]3[cH:26]2)[CH2:14]1.